Dataset: the Open Reaction Database (ORD), a public repository of structured organic reaction records. Task: describe an organic reaction: reactants, conditions, products, and yield The reactants are COC(=O)c1cc(OC(C)=O)c2cc(Br)ccc2c1C, COC(=O)c1cc(OC(C)=O)c2cc(-c3ccc4c(c3)C(C)(C)CCC4(C)C)ccc2c1C. Product: COC(=O)c1cc(OC(C)=O)c2cc(-c3ccc4c(c3)C(C)(C)CCC4(C)C)ccc2c1. RXN SMILES: [C:1]([O:2][c:3]1[c:4]2[c:5]([cH:6][cH:7][c:8]([Br:9])[cH:10]2)[c:11]([CH3:12])[c:13]([C:14]([O:15][CH3:16])=[O:17])[cH:18]1)(=[O:19])[CH3:20].[C:21]([CH3:22])(=[O:23])[O:24][c:25]1[cH:26][c:27]([C:50](=[O:51])[O:52][CH3:53])[c:28]([CH3:49])[c:29]2[cH:30][cH:31][c:32](-[c:35]3[cH:36][c:37]4[c:42]([cH:43][cH:44]3)[C:41]([CH3:45])([CH3:46])[CH2:40][CH2:39][C:38]4([CH3:47])[CH3:48])[cH:33][c:34]12>>[C:21]([CH3:22])(=[O:23])[O:24][c:25]1[cH:26][c:27]([C:50](=[O:51])[O:52][CH3:53])[cH:28][c:29]2[cH:30][cH:31][c:32](-[c:35]3[cH:36][c:37]4[c:42]([cH:43][cH:44]3)[C:41]([CH3:45])([CH3:46])[CH2:40][CH2:39][C:38]4([CH3:47])[CH3:48])[cH:33][c:34]12. Reactants: one, O1CCCC1 (tetrahydrofuran), BrBr (Bromine), [OH-].[Na+] (sodium hydroxide), C1C2C=CC1[C@@H]3[C@H]2C(=O)OC3=O (cis-endo-5-norbornene-2,3-dicarboxylic anhydride). The solvent is O (water). Reaction conditions: temperature 45 celsius, time 5 minute. The product is BrC1C2CC3C(C(OC13)=O)C2C(=O)O (2-bromo-5-oxo-4-oxatricyclo[4.2.1.03,7]nonane-9-carboxylic acid). Reaction SMILES: [OH-:1].[Na+].[CH2:3]1[CH:7]2[C@H:8]3[C:13](=[O:14])[O:12][C:10](=[O:11])[C@H:9]3[CH:4]1[CH:5]=[CH:6]2.O1CCCC1.[Br:20]Br>O>[Br:20][CH:6]1[CH:5]2[CH:4]3[CH:9]([CH:8]([C:13]([OH:12])=[O:14])[CH:7]1[CH2:3]3)[C:10](=[O:11])[O:1]2 |f:0.1|. Reported procedure: In a 50-mL one neck round bottom flask, sodium hydroxide, Catalog No. 655104 from Aldrich Co. (0.33 g) was dissolved in water (37 mL). In the same flask, cis-endo-5-norbornene-2,3-dicarboxylic anhydride, Catalog No. 247634 from Aldrich Co. (2.54 g), and tetrahydrofuran (5 mL) were added. The flask was heated while stirring in a 45° C. water bath for five minutes to dissolve then cooled in an ice bath to 5° C. Bromine, Catalog No. 207888 from Aldrich Co. (2.55 g) was added dropwise to the flask. ...